From a dataset of the Open Reaction Database (ORD), a public repository of structured organic reaction records. describe an organic reaction: reactants, conditions, products, and yield Reactants: [N+](=O)([O-])C1=CC=C(C(=O)O)C=C1 (para-nitrobenzoic acid), C(C)(C)(C)OC([C@@H](N)C)=O ((S)-L-alanine tert-butyl ester). The solvent is O1CCCC1 (tetrahydrofuran). Conditions: time 30 minute. Product: [N+](=O)([O-])C1=CC=C(C(=O)N[C@H](C(=O)OC(C)(C)C)C)C=C1 (tert-Butyl(2S)-2-[(4-nitrobenzoyl)amino]-propanoate). As a reaction SMILES: [N+:1]([C:4]1[CH:12]=[CH:11][C:7]([C:8]([OH:10])=O)=[CH:6][CH:5]=1)([O-:3])=[O:2].[C:13]([O:17][C:18](=[O:22])[C@H:19]([CH3:21])[NH2:20])([CH3:16])([CH3:15])[CH3:14]>O1CCCC1>[N+:1]([C:4]1[CH:5]=[CH:6][C:7]([C:8]([NH:20][C@@H:19]([CH3:21])[C:18]([O:17][C:13]([CH3:16])([CH3:15])[CH3:14])=[O:22])=[O:10])=[CH:11][CH:12]=1)([O-:3])=[O:2]. Procedure details: To a solution of para-nitrobenzoic acid in tetrahydrofuran, 1.2 equivalents of 1,1′-carbonyldiumidazole are added and the mixture is stirred for 30 minutes. Then, 1.1 equivalents of the (S)-L-alanine tert-butyl ester are added and the mixture is stirred for 24 hours at room temperature. The solvent is removed under reduced pressure and the crude is diluted in chloroform and brine. The organic layer is washed with water and dried over MgSO4. The filtrate is concentrated under vacuum and the resid... The reactants are [N+](=O)([O-])C1=CC=C(COC(=O)N[C@@H]2CN(CC2)C(=O)[C@H]2N(C[C@H](C2)SC=2[C@@H]([C@H]3N(C2C(=O)OCC2=CC=C(C=C2)[N+](=O)[O-])C([C@@H]3[C@@H](C)O)=O)C)C(=O)OCC3=CC=C(C=C3)[N+](=O)[O-])C=C1 (4-nitrobenzyl (1R, 5S, 6S)-2-{(2S, 4S)-2-[(3S)-3-(4-nitrobenzyloxycarbonyl)aminopyrrolidin-1-ylcarbonyl]-1-(4-nitrobenzyloxycarbonyl)pyrrolidin-4-ylthio}-6-[(1R)-1-hydroxyethyl]-1-methyl-1-carbapen-2-em-3-carboxylate), Cl (hydrochloric acid). Solvent: O1CCCC1 (tetrahydrofuran), O (water). Product: Cl.N[C@@H]1CN(CC1)C(=O)[C@H]1NC[C@H](C1)SC=1[C@@H]([C@H]2N(C1C(=O)O)C([C@@H]2[C@@H](C)O)=O)C ((1R, 5S, 6S)-2-{(2S, 4S)-2-[(3S)-3-Aminopyrrolidin-1-ylcarbonyl]pyrrolidin-4-ylthio}-6-[(1R)-1-hydroxyethyl]-1-methyl-1-carbapen-2-em-3-carboxylic acid hydrochloride). RXN SMILES: [N+](C1C=CC(COC([NH:12][C@H:13]2[CH2:17][CH2:16][N:15]([C:18]([C@@H:20]3[CH2:24][C@H:23]([S:25][C:26]4[C@H:27]([CH3:50])[C@@H:28]5[C@@H:45]([C@H:46]([OH:48])[CH3:47])[C:44](=[O:49])[N:29]5[C:30]=4[C:31]([O:33]CC4C=CC([N+]([O-])=O)=CC=4)=[O:32])[CH2:22][N:21]3C(OCC3C=CC([N+]([O-])=O)=CC=3)=O)=[O:19])[CH2:14]2)=O)=CC=1)([O-])=O.[ClH:66]>O1CCCC1.O>[ClH:66].[NH2:12][C@H:13]1[CH2:17][CH2:16][N:15]([C:18]([C@@H:20]2[CH2:24][C@H:23]([S:25][C:26]3[C@H:27]([CH3:50])[C@@H:28]4[C@@H:45]([C@H:46]([OH:48])[CH3:47])[C:44](=[O:49])[N:29]4[C:30]=3[C:31]([OH:33])=[O:32])[CH2:22][NH:21]2)=[O:19])[CH2:14]1 |f:4.5|. Procedure details: 1.0 g of 4-nitrobenzyl (1R, 5S, 6S)-2-{(2S, 4S)-2-[(3S)-3-(4-nitrobenzyloxycarbonyl)aminopyrrolidin-1-ylcarbonyl]-1-(4-nitrobenzyloxycarbonyl)pyrrolidin-4-ylthio}-6-[(1R)-1-hydroxyethyl]-1-methyl-1-carbapen-2-em-3-carboxylate [prepared as described in step (a) above] were dissolved in 30 ml of a 2:1 by volume mixture of tetrahydrofuran and water, after which 1.0 ml of 1N aqueous hydrochloric acid was added, and the mixture was hydrogenated by bubbling hydrogen through it at room temperature for ... Starting materials: BrCC(=O)NC1=CC=C(OCC(=O)N[C@@H](CC(N)=O)C(=O)N[C@H]([C@@H](C(=O)N2[C@H](C(=O)NC(C)(C)C)CCC2)O)CC2=CC=CC=C2)C=C1 (1-{(2S,3S)-3-[N2 -(4-bromoacetamidophenoxy)acetyl-L-asparaginyl]amino-2-hydroxy-4-phenylbutyryl}-N-t-butyl-L-prolinamide), NCCN1CCOCC1 (4-(2-aminoethyl)morpholine). The product is O1CCN(CC1)CCNCC(=O)NC1=CC=C(OCC(=O)N[C@@H](CC(N)=O)C(=O)N[C@H]([C@@H](C(=O)N2[C@H](C(=O)NC(C)(C)C)CCC2)O)CC2=CC=CC=C2)C=C1 (1-{(2S,3S)-3-[N2 -{4-[N-(2-Morpholinoethyl)aminoacetyl]aminophenoxy}acetyl-L-asparaginyl]amino-2-hydroxy-4-phenylbutyryl}-N-t-butyl-L-prolinamide). Reaction SMILES: Br[CH2:2][C:3]([NH:5][C:6]1[CH:48]=[CH:47][C:9]([O:10][CH2:11][C:12]([NH:14][C@H:15]([C:20]([NH:22][C@@H:23]([CH2:40][C:41]2[CH:46]=[CH:45][CH:44]=[CH:43][CH:42]=2)[C@H:24]([OH:39])[C:25]([N:27]2[CH2:38][CH2:37][CH2:36][C@H:28]2[C:29]([NH:31][C:32]([CH3:35])([CH3:34])[CH3:33])=[O:30])=[O:26])=[O:21])[CH2:16][C:17](=[O:19])[NH2:18])=[O:13])=[CH:8][CH:7]=1)=[O:4].[NH2:49][CH2:50][CH2:51][N:52]1[CH2:57][CH2:56][O:55][CH2:54][CH2:53]1>>[O:55]1[CH2:56][CH2:57][N:52]([CH2:51][CH2:50][NH:49][CH2:2][C:3]([NH:5][C:6]2[CH:48]=[CH:47][C:9]([O:10][CH2:11][C:12]([NH:14][C@H:15]([C:20]([NH:22][C@@H:23]([CH2:40][C:41]3[CH:46]=[CH:45][CH:44]=[CH:43][CH:42]=3)[C@H:24]([OH:39])[C:25]([N:27]3[CH2:38][CH2:37][CH2:36][C@H:28]3[C:29]([NH:31][C:32]([CH3:35])([CH3:34])[CH3:33])=[O:30])=[O:26])=[O:21])[CH2:16][C:17](=[O:19])[NH2:18])=[O:13])=[CH:8][CH:7]=2)=[O:4])[CH2:53][CH2:54]1. Reported procedure: Following a procedure similar to that described in Example 38, but using 100 mg (0.137 mmol) of 1-{(2S,3S)-3-[N2 -(4-bromoacetamidophenoxy)acetyl-L-asparaginyl]amino-2-hydroxy-4-phenylbutyryl}-N-t-butyl-L-prolinamide and 1 ml of 4-(2-aminoethyl)morpholine, 17 mg of the title compound were obtained as a colorless powder, melting at 123°-132° C. Starting materials: [Al+3], C1CCOC1, CC1C(c2ccccc2)N(C(=O)CC(c2ccccc2)c2ccc(S(C)(=O)=O)cc2)C(=O)N1C, [H-], [H-], [H-], [H-], [Li+]. Yields the product CS(=O)(=O)c1ccc(C(CCO)c2ccccc2)cc1. Reaction SMILES: [Al+3:36].[CH2:41]1[O:42][CH2:43][CH2:44][CH2:45]1.[CH3:1][S:2](=[O:3])(=[O:4])[c:5]1[cH:6][cH:7][c:8]([CH:11]([CH2:12][C:13](=[O:14])[N:15]2[CH:16]([c:17]3[cH:18][cH:19][cH:20][cH:21][cH:22]3)[CH:23]([CH3:24])[N:25]([CH3:26])[C:27]2=[O:28])[c:29]2[cH:30][cH:31][cH:32][cH:33][cH:34]2)[cH:9][cH:10]1.[H-:35].[H-:38].[H-:39].[H-:40].[Li+:37]>>[CH3:1][S:2](=[O:3])(=[O:4])[c:5]1[cH:6][cH:7][c:8]([CH:11]([CH2:12][CH2:13][OH:14])[c:29]2[cH:30][cH:31][cH:32][cH:33][cH:34]2)[cH:9][cH:10]1.